This data is from the Open Reaction Database (ORD), a public repository of structured organic reaction records. The task is: describe an organic reaction: reactants, conditions, products, and yield Starting materials: COC=1C(=C2CCCC(C2=CC1)(C#N)O[Si](C)(C)C)[N+](=O)[O-] (6-methoxy-5-nitro-1-trimethylsilyloxy-l,2,3,4-tetrahydronaphthalene-1-carbonitrile), C(=O)(C)Cl (AcCl). Solvent: CC(=O)O (AcOH). Product: COC=1C(=C2CCC=C(C2=CC1)C#N)[N+](=O)[O-] ((±)-6-Methoxy-5-nitro-3,4-dihydronaphthalene-1 -carbonitrile). Yield: 100.0%. As a reaction SMILES: [CH3:1][O:2][C:3]1[C:4]([N+:20]([O-:22])=[O:21])=[C:5]2[C:10](=[CH:11][CH:12]=1)[C:9](O[Si](C)(C)C)([C:13]#[N:14])[CH2:8][CH2:7][CH2:6]2.C(Cl)(C)=O>CC(O)=O>[CH3:1][O:2][C:3]1[C:4]([N+:20]([O-:22])=[O:21])=[C:5]2[C:10](=[CH:11][CH:12]=1)[C:9]([C:13]#[N:14])=[CH:8][CH2:7][CH2:6]2. Procedure: A solution of 6-methoxy-5-nitro-1-trimethylsilyloxy-l,2,3,4-tetrahydronaphthalene-1-carbonitrile (1.3 g, 4.0 mmol) and AcCl (1.0 ml) in 20 ml AcOH was stirred for 2 h at 80°-100° C. The resulting reaction mixture was concentrated in vacuo to yield the desired product as a colorless oil (0.86 g, 4.0 mmol, 96% for two steps), which was subjected to the following step without any further purification. 1H NMR (300 MHz, CDCl3):δ 2.48 (dt, 2H, J=2.3, 6.7 Hz), 2.78 (t, 2H, J=8.9 Hz ), 3.89 (s, 3H), 6.8... Starting materials: CC(C)(C)OC(=O)CS(=O)(=O)Cl, CC(C)c1ccc(-c2csc(NCc3cccs3)n2)cc1. Yields the product CC(C)c1ccc(-c2csc(N(Cc3cccs3)S(=O)(=O)CC(=O)OC(C)(C)C)n2)cc1. RXN SMILES: [C:22]([CH3:23])([CH3:24])([CH3:25])[O:26][C:27]([CH2:28][S:29](=[O:30])(=[O:31])[Cl:32])=[O:33].[CH:1]([CH3:2])([CH3:3])[c:4]1[cH:5][cH:6][c:7](-[c:10]2[n:11][c:12]([NH:15][CH2:16][c:17]3[s:18][cH:19][cH:20][cH:21]3)[s:13][cH:14]2)[cH:8][cH:9]1>>[CH:1]([CH3:2])([CH3:3])[c:4]1[cH:5][cH:6][c:7](-[c:10]2[n:11][c:12]([N:15]([CH2:16][c:17]3[s:18][cH:19][cH:20][cH:21]3)[S:29]([CH2:28][C:27]([O:26][C:22]([CH3:23])([CH3:24])[CH3:25])=[O:33])(=[O:30])=[O:31])[s:13][cH:14]2)[cH:8][cH:9]1. Starting materials: C(CCC)[Sn](C(=C)OCC)(CCCC)CCCC (Tributyl(1-ethoxyvinyl)stannane), C1CC(=O)N(C1=O)Br (NBS), ClC1=CC=C(N=N1)NCC(C)(C)C1=CC=C(C=C1)F (6-chloro-N-(2-(4-fluorophenyl)-2-methylpropyl)pyridazin-3-amine), O1CCOCC1 (dioxane). The reagents and catalysts are Cl[Pd]([P](C1=CC=CC=C1)(C2=CC=CC=C2)C3=CC=CC=C3)([P](C4=CC=CC=C4)(C5=CC=CC=C5)C6=CC=CC=C6)Cl (trans-dichlorobis(triphenylphosphine)palladium). Run in [Cl-].[Na+].O (brine), C(C)(=O)OCC (ethyl acetate). Conditions: temperature 150 celsius, time 1 hour. Yields the product BrCC(=O)C=1N=NC(=CC1)NCC(C)(C)C1=CC=C(C=C1)F (2-bromo-1-(6-(2-(4-fluorophenyl)-2-methylpropylamino)pyridazin-3-yl)ethanone). As a reaction SMILES: Cl[C:2]1[N:7]=[N:6][C:5]([NH:8][CH2:9][C:10]([C:13]2[CH:18]=[CH:17][C:16]([F:19])=[CH:15][CH:14]=2)([CH3:12])[CH3:11])=[CH:4][CH:3]=1.[O:20]1CCO[CH2:22][CH2:21]1.C([Sn](CCCC)(CCCC)C(OCC)=C)CCC.C1C(=O)N([Br:51])C(=O)C1>[Cl-].[Na+].O.C(OCC)(=O)C.Cl[Pd](Cl)([P](C1C=CC=CC=1)(C1C=CC=CC=1)C1C=CC=CC=1)[P](C1C=CC=CC=1)(C1C=CC=CC=1)C1C=CC=CC=1>[Br:51][CH2:22][C:21]([C:2]1[N:7]=[N:6][C:5]([NH:8][CH2:9][C:10]([C:13]2[CH:18]=[CH:17][C:16]([F:19])=[CH:15][CH:14]=2)([CH3:12])[CH3:11])=[CH:4][CH:3]=1)=[O:20] |f:4.5.6,^1:63,82|. Procedure details: 6-chloro-N-(2-(4-fluorophenyl)-2-methylpropyl)pyridazin-3-amine (300 mg, 1.1 mmol, 1.0 equiv) and dioxane (5 mL) were added to a microwave vial and sonication was applied until the mixture was homogeneous. Tributyl(1-ethoxyvinyl)stannane (475 μL, 1.4 mmol, 1.3 equiv) and trans-dichlorobis(triphenylphosphine)palladium (30 mg, 0.04 mmol, 0.03 equiv) were then added, and the reaction was heated in a microwave reactor at 150° C. for 20 min. The reaction was concentrated, dissolved in EtOAc (25 mL), ... Reactants: CCCCOC(=O)CC1c2ccc(-c3noc(-c4ccc(OC(C)C)c(C#N)c4)n3)c(C)c2CCN1C(=O)OC(C)(C)C, CCO, [Na+], [OH-]. The product is Cc1c(-c2noc(-c3ccc(OC(C)C)c(C#N)c3)n2)ccc2c1CCN(C(=O)OC(C)(C)C)C2CC(=O)O. As a reaction SMILES: [CH2:1]([CH2:2][CH2:3][CH3:4])[O:5][C:6]([CH2:7][CH:8]1[N:9]([C:36](=[O:37])[O:38][C:39]([CH3:40])([CH3:41])[CH3:42])[CH2:10][CH2:11][c:12]2[c:13]([CH3:35])[c:14](-[c:18]3[n:19][o:20][c:21](-[c:23]4[cH:24][c:25]([C:33]#[N:34])[c:26]([O:29][CH:30]([CH3:31])[CH3:32])[cH:27][cH:28]4)[n:22]3)[cH:15][cH:16][c:17]21)=[O:43].[CH3:46][CH2:47][OH:48].[Na+:45].[OH-:44]>>[O:5]=[C:6]([CH2:7][CH:8]1[N:9]([C:36](=[O:37])[O:38][C:39]([CH3:40])([CH3:41])[CH3:42])[CH2:10][CH2:11][c:12]2[c:13]([CH3:35])[c:14](-[c:18]3[n:19][o:20][c:21](-[c:23]4[cH:24][c:25]([C:33]#[N:34])[c:26]([O:29][CH:30]([CH3:31])[CH3:32])[cH:27][cH:28]4)[n:22]3)[cH:15][cH:16][c:17]21)[OH:43]. Starting materials: CCCCCC1(C)CO1, CC(C)NC(C)C, C1CCOC1, S. The product is CCCCCC(C)(O)CS. Reaction SMILES: [CH3:2][C:3]1([CH2:6][CH2:7][CH2:8][CH2:9][CH3:10])[CH2:4][O:5]1.[CH:11]([NH:12][CH:13]([CH3:14])[CH3:15])([CH3:16])[CH3:17].[O:18]1[CH2:19][CH2:20][CH2:21][CH2:22]1.[SH2:1]>>[SH:1][CH2:4][C:3]([CH3:2])([OH:5])[CH2:6][CH2:7][CH2:8][CH2:9][CH3:10].